This data is from the Open Reaction Database (ORD), a public repository of structured organic reaction records. The task is: describe an organic reaction: reactants, conditions, products, and yield Reactants: FC1(C(C1)C(=O)O)F (2,2-Difluorocyclopropane carboxylic acid), C=1C=CC2=C(C1)N=NN2O (HOBt), C(CCl)Cl (EDC), C([O-])(O)=O.[Na+] (sodium bicarbonate), O1CCN(CC1)CC=1C=CC2=C(NC(=N2)C2=NN(C3=CC=C(C=C23)N)C2OCCCC2)C1 (3-(6-(morpholinomethyl)-1H-benzo[d]imidazol-2-yl)-1-(tetrahydro-2H-pyran-2-yl)-1H-indazol-5-amine). The solvent is CN(C)C=O (DMF). Reaction conditions: time 24 hour. The product is FC1(C(C1)C(=O)NC=1C=C2C(=NN(C2=CC1)C1OCCCC1)C1=NC2=C(N1)C=CC(=C2)CN2CCOCC2)F (2,2-difluoro-N-(3-(5-(morpholinomethyl)-1H-benzo[d]imidazol-2-yl)-1-(tetrahydro-2H-pyran-2-yl)-1H-indazol-5-yl)cyclopropanecarboxamide). The yield is 81.0%. RXN SMILES: [F:1][C:2]1([F:8])[CH2:4][CH:3]1[C:5](O)=[O:6].C1C=CC2N(O)N=NC=2C=1.C(Cl)CCl.C(=O)(O)[O-].[Na+].[O:28]1[CH2:33][CH2:32][N:31]([CH2:34][C:35]2[CH:36]=[CH:37][C:38]3[N:42]=[C:41]([C:43]4[C:51]5[C:46](=[CH:47][CH:48]=[C:49]([NH2:52])[CH:50]=5)[N:45]([CH:53]5[CH2:58][CH2:57][CH2:56][CH2:55][O:54]5)[N:44]=4)[NH:40][C:39]=3[CH:59]=2)[CH2:30][CH2:29]1>CN(C=O)C>[F:1][C:2]1([F:8])[CH2:4][CH:3]1[C:5]([NH:52][C:49]1[CH:50]=[C:51]2[C:46](=[CH:47][CH:48]=1)[N:45]([CH:53]1[CH2:58][CH2:57][CH2:56][CH2:55][O:54]1)[N:44]=[C:43]2[C:41]1[NH:42][C:38]2[CH:37]=[CH:36][C:35]([CH2:34][N:31]3[CH2:32][CH2:33][O:28][CH2:29][CH2:30]3)=[CH:59][C:39]=2[N:40]=1)=[O:6] |f:3.4|. Reported procedure: 2,2-Difluorocyclopropane carboxylic acid (3 mg, 0.024 mmol), HOBt (5 mg, 0.037 mmol), EDC (6.6 mg, 0.035 mmol) and sodium bicarbonate (2 mg, 0.024 mmol) were added to a solution of 3-(6-(morpholinomethyl)-1H-benzo[d]imidazol-2-yl)-1-(tetrahydro-2H-pyran-2-yl)-1H-indazol-5-amine (10 mg, 0.023 mmol) in DMF (5 mL). The reaction mixture was stirred at room temperature for 24 h, and then the solvent was removed in vacuo. Purification by flash chromatography (6% CH3OH/CH2Cl2) yielded the title compoun... Starting materials: [Al+3], CCOCC, CC(C)(C)CCOc1ccc(C#N)cc1, [H-], [H-], [H-], [H-], [Li+]. The product is CC(C)(C)CCOc1ccc(CN)cc1. As a reaction SMILES: [Al+3:2].[CH2:22]([O:23][CH2:24][CH3:25])[CH3:26].[CH3:7][C:8]([CH2:9][CH2:10][O:11][c:12]1[cH:13][cH:14][c:15]([C:16]#[N:17])[cH:18][cH:19]1)([CH3:20])[CH3:21].[H-:1].[H-:4].[H-:5].[H-:6].[Li+:3]>>[CH3:7][C:8]([CH2:9][CH2:10][O:11][c:12]1[cH:13][cH:14][c:15]([CH2:16][NH2:17])[cH:18][cH:19]1)([CH3:20])[CH3:21].